This data is from the Open Reaction Database (ORD), a public repository of structured organic reaction records. The task is: describe an organic reaction: reactants, conditions, products, and yield The reactants are CN(C)CC1=CC(=C(C=C1)O)C (4-[(dimethylamino)methyl]-2-methylphenol), CS(=O)(=O)OC1CN(C1)C(=O)OC(C)(C)C (tert-butyl 3-[(methylsulfonyl)oxy]azetidine-1-carboxylate), O (Water), [H-].[Na+] (NaH). Solvent: CN(C)C=O (DMF), CN(C)C=O (DMF), CN(C)C=O (DMF). Run at temperature 80 celsius, time 30 minute. The product is C(=O)O.CN(C)CC1=CC(=C(OC2CN(C2)C(=O)OC(C)(C)C)C=C1)C (tert-Butyl 3-(4-((dimethylamino)methyl)-2-methylphenoxy)azetidine-1-carboxylate formate). Yield: 91.0%. RXN SMILES: [H-].[Na+].[CH3:3][N:4]([CH2:6][C:7]1[CH:12]=[CH:11][C:10]([OH:13])=[C:9]([CH3:14])[CH:8]=1)[CH3:5].CS(O[CH:20]1[CH2:23][N:22]([C:24]([O:26][C:27]([CH3:30])([CH3:29])[CH3:28])=[O:25])[CH2:21]1)(=O)=O.O>CN(C=O)C>[CH:24]([OH:26])=[O:25].[CH3:5][N:4]([CH2:6][C:7]1[CH:12]=[CH:11][C:10]([O:13][CH:20]2[CH2:21][N:22]([C:24]([O:26][C:27]([CH3:30])([CH3:29])[CH3:28])=[O:25])[CH2:23]2)=[C:9]([CH3:14])[CH:8]=1)[CH3:3] |f:0.1,6.7|. Procedure: A mixture of NaH (55-65% disp. in oil, 0.35 g, 8.7 mmol) in dry DMF (10 mL) under nitrogen was cooled by an ice-bath. A solution of 4-[(dimethylamino)methyl]-2-methylphenol—commercially available—(1.1 g, 6.7 mmol) in DMF (5 mL) was added drop-wise over 10 minutes. The mixture was stirred for 30 minutes and then tert-butyl 3-[(methylsulfonyl)oxy]azetidine-1-carboxylate (1.84 g, 7.3 mmol) in DMF (5 mL) was added. The mixture was heated to 80° C. over night and then cooled to RT. Water (100 mL) was... The reactants are Clc1ccc(NCc2cccnc2)cc1Cc1ccccc1, ClCCl, O=S(=O)(Cl)CC(F)(F)F, c1ccncc1. The product is O=S(=O)(CC(F)(F)F)N(Cc1cccnc1)c1ccc(Cl)c(Cc2ccccc2)c1. Reaction SMILES: [CH2:1]([c:2]1[cH:3][cH:4][cH:5][cH:6][cH:7]1)[c:8]1[cH:9][c:10]([NH:15][CH2:16][c:17]2[cH:18][n:19][cH:20][cH:21][cH:22]2)[cH:11][cH:12][c:13]1[Cl:14].[Cl:38][CH2:39][Cl:40].[F:29][C:30]([CH2:31][S:32](=[O:33])(=[O:34])[Cl:35])([F:36])[F:37].[cH:23]1[cH:24][cH:25][n:26][cH:27][cH:28]1>>[CH2:1]([c:2]1[cH:3][cH:4][cH:5][cH:6][cH:7]1)[c:8]1[cH:9][c:10]([N:15]([CH2:16][c:17]2[cH:18][n:19][cH:20][cH:21][cH:22]2)[S:32]([CH2:31][C:30]([F:29])([F:36])[F:37])(=[O:33])=[O:34])[cH:11][cH:12][c:13]1[Cl:14]. Starting materials: Cl.[N+](=O)([O-])C=1C(=NC=CC1)NNC(=O)OCC (ethyl 3-(3-nitro-2-pyridyl)carbazate hydrochloride), O (H2O). Run in C(C)(C)O (isopropanol), C(C)(C)O (isopropanol). Yields the product Cl.NC=1C(=NC=CC1)NNC(=O)OCC (Ethyl 3-(3-Amino-2-pyridyl)carbazate Hydrochloride). RXN SMILES: [ClH:1].[N+:2]([C:5]1[C:6]([NH:11][NH:12][C:13]([O:15][CH2:16][CH3:17])=[O:14])=[N:7][CH:8]=[CH:9][CH:10]=1)([O-])=O.O>C(O)(C)C>[ClH:1].[NH2:2][C:5]1[C:6]([NH:11][NH:12][C:13]([O:15][CH2:16][CH3:17])=[O:14])=[N:7][CH:8]=[CH:9][CH:10]=1 |f:0.1,4.5|. Reported procedure: The ethyl 3-(3-nitro-2-pyridyl)carbazate hydrochloride 34 g (0.13 mole) was slurried in 300 ml of isopropanol and treated with 4.4 g of 5% pd/C (50% H2O) in 40 ml of isopropanol. The reaction mixture was subjected to hydrogenation at 50 psig. A 24 psig drop at 27°0 was observed (theory 30 No. at 27°), and the mixture was cooled overnight. The crystalline product was collected along with the catalyst. The product was taken up in 300 ml of hot methanol, the catalyst filtered, and the product preci... Reactants: COC(=O)c1cnc(N2CCN(C(=O)OC(C)(C)C)CC2)cn1, CCO, CC(=O)O, [Na+], [OH-], O. Yields the product CC(C)(C)OC(=O)N1CCN(c2cnc(C(=O)O)cn2)CC1. Reaction SMILES: [CH3:1][O:2][C:3](=[O:4])[c:5]1[n:6][cH:7][c:8]([N:11]2[CH2:12][CH2:13][N:14]([C:17](=[O:18])[O:19][C:20]([CH3:21])([CH3:22])[CH3:23])[CH2:15][CH2:16]2)[n:9][cH:10]1.[CH3:24][CH2:25][OH:26].[CH3:30][C:31](=[O:32])[OH:33].[Na+:28].[OH-:27].[OH2:29]>>[O:2]=[C:3]([OH:4])[c:5]1[n:6][cH:7][c:8]([N:11]2[CH2:12][CH2:13][N:14]([C:17](=[O:18])[O:19][C:20]([CH3:21])([CH3:22])[CH3:23])[CH2:15][CH2:16]2)[n:9][cH:10]1. Isolated yield 77.0%. Yields the product S1C(=CC=C1)C(C(=O)O)O (2-thiopheneglycolic acid). The reactants are [OH-].[Na+] (sodium hydroxide), BrC(C(=O)C=1SC=CC1)Br (2-(dibromoacetyl)thiophene), O (water). Procedure: The reaction was performed in the same manner as in Example 4 except that a solution of 8.0 g (200 mmol) of sodium hydroxide in 90 ml of water was used and 14.2 g (50 mmol) of 2-(dibromoacetyl)thiophene was used, gave 5.6 g of 2-thiopheneglycolic acid (yield: 77%). Reaction SMILES: [OH-:1].[Na+].Br[CH:4](Br)[C:5]([C:7]1[S:8][CH:9]=[CH:10][CH:11]=1)=[O:6].[OH2:13]>>[S:8]1[CH:9]=[CH:10][CH:11]=[C:7]1[CH:5]([OH:6])[C:4]([OH:13])=[O:1] |f:0.1|. The reactants are NC1=CC=C(C=C1)C(=O)N1C2CC(CC(C1)(C2)C)(C)C ((4-amino-phenyl)-(1,3,3-trimethyl-6-aza-bicyclo[3.2.1]oct-6-yl)-methanone), TEA, C(C=C)(=O)Cl (acryloyl chloride). Solvent: C1CCOC1 (THF). Run at time 45 minute. The product is CC12CC(CC(N(C1)C(=O)C1=CC=C(C=C1)NC(C=C)=O)C2)(C)C (N-[4-(1,3,3-trimethyl-6-aza-bicyclo[3.2.1]octane-6-carbonyl)-phenyl]-acrylamide). The yield is 47.3%. RXN SMILES: [NH2:1][C:2]1[CH:7]=[CH:6][C:5]([C:8]([N:10]2[CH2:16][C:15]3([CH3:18])[CH2:17][CH:11]2[CH2:12][C:13]([CH3:20])([CH3:19])[CH2:14]3)=[O:9])=[CH:4][CH:3]=1.[C:21](Cl)(=[O:24])[CH:22]=[CH2:23]>C1COCC1>[CH3:18][C:15]12[CH2:17][CH:11]([N:10]([C:8]([C:5]3[CH:4]=[CH:3][C:2]([NH:1][C:21](=[O:24])[CH:22]=[CH2:23])=[CH:7][CH:6]=3)=[O:9])[CH2:16]1)[CH2:12][C:13]([CH3:20])([CH3:19])[CH2:14]2. Procedure details: To a solution of (4-amino-phenyl)-(1,3,3-trimethyl-6-aza-bicyclo[3.2.1]oct-6-yl)-methanone (3.0 g, 11.01 mmol) and TEA (3.1 ml, 22.03 mmol) in dry THF (40 ml) was added dropwise acryloyl chloride (1.07 ml, 13.22 mmol). The mixture was stirred for 45 min., the volatiles evaporated and to the residue added water 25 (ml). The aqueous phase was extracted with EtOAc (2×25 ml) and the combined organic phases were dried (Na2SO4), filtered and evaporated in vacuo. The residue was purified on column chro... Starting materials: C(CC)C1CCC(CC1)C1CCC(CC1)CC=O (4-(4-propylcyclohexyl)cyclohexylacetaldehyde), C1(=CC=CC=C1)OP(OC1=CC=CC=C1)OC1=CC=CC=C1 (triphenylphosphite), BrC1=CC=C(CCBr)C=C1 (4-bromophenethylbromide), BrC1=CC=C(CCO)C=C1 (4-bromophenethylalcohol), CC(C)([O-])C.[K+] (potassium-t-butoxid), crystals. Solvent: C1CCOC1 (THF), C=1(C(=CC=CC1)C)C (xylene), CCOCC (ether), C1CCOC1 (THF). Yields the product C(CC)C1CCC(CC1)C1CCC(CC1)\C=C/CC (4-(4-propylcyclohexyl)cyclohexyl-2Z-butene). As a reaction SMILES: [C:1]1(OP(OC2C=CC=CC=2)OC2C=CC=CC=2)C=CC=C[CH:2]=1.BrC1C=CC(CCBr)=CC=1.BrC1C=CC(CCO)=CC=1.CC(C)([O-])C.[K+].[CH2:49]([CH:52]1[CH2:57][CH2:56][CH:55]([CH:58]2[CH2:63][CH2:62][CH:61]([CH2:64][CH:65]=O)[CH2:60][CH2:59]2)[CH2:54][CH2:53]1)[CH2:50][CH3:51]>CCOCC.C1COCC1.C1(C)C(C)=CC=CC=1>[CH2:49]([CH:52]1[CH2:57][CH2:56][CH:55]([CH:58]2[CH2:63][CH2:62][CH:61](/[CH:64]=[CH:65]\[CH2:1][CH3:2])[CH2:60][CH2:59]2)[CH2:54][CH2:53]1)[CH2:50][CH3:51] |f:3.4|. Procedure: Into a flask, were placed triphenylphosphite (2.6 g, 10 mmol) and 4-bromophenethylbromide (2.6 g, 10 mmol) prepared from 4-bromophenethylalcohol, followed by adding and dissolving xylene (10 ml), heating under reflex for 10 hours after the completion of reaction, filtering off the deposited white crystals of 4-bromo-phenethyltriphenylphosphoniumbromide, and drying the white crystals (5.1 g, 9.5 mmol). The obtained white crystals were dissolved into THF (30 ml), followed by stirring under ice coo... Starting materials: ClC1=NC(=CC(=C1)Cl)Cl (2,4,6-trichloropyridine), C(C)(C)OC1=CC=C(C=C1)B(O)O ((4-isopropoxyphenyl)boronic acid), [O-]P(=O)([O-])[O-].[K+].[K+].[K+] (K3PO4). Reagents/catalysts: C1=CC=C(C=C1)P([C-]2C=CC=C2)C3=CC=CC=C3.C1=CC=C(C=C1)P([C-]2C=CC=C2)C3=CC=CC=C3.Cl[Pd]Cl.[Fe+2] ([1,1′-bis(diphenylphosphino)ferrocene]dichloropalladium(II)). The solvent is hexanes, C(Cl)Cl (CH2Cl2). Reaction conditions: time 60 hour. Yields the product ClC1=NC(=CC(=C1)Cl)C1=CC=C(C=C1)OC(C)C (2,4-dichloro-6-(4-isopropoxyphenyl)pyridine). RXN SMILES: Cl[C:2]1[CH:7]=[C:6]([Cl:8])[CH:5]=[C:4]([Cl:9])[N:3]=1.[CH:10]([O:13][C:14]1[CH:19]=[CH:18][C:17](B(O)O)=[CH:16][CH:15]=1)([CH3:12])[CH3:11].[O-]P([O-])([O-])=O.[K+].[K+].[K+]>C1C=CC(P(C2C=CC=CC=2)[C-]2C=CC=C2)=CC=1.C1C=CC(P(C2C=CC=CC=2)[C-]2C=CC=C2)=CC=1.Cl[Pd]Cl.[Fe+2].C(Cl)Cl>[Cl:9][C:4]1[CH:5]=[C:6]([Cl:8])[CH:7]=[C:2]([C:17]2[CH:18]=[CH:19][C:14]([O:13][CH:10]([CH3:12])[CH3:11])=[CH:15][CH:16]=2)[N:3]=1 |f:2.3.4.5,6.7.8.9|. Procedure: To a 40 mL vial equipped with a stir bar was added 2,4,6-trichloropyridine (1.00 g, 5.48 mmol), (4-isopropoxyphenyl)boronic acid (1.00 g, 5.56 mmol), [1,1′-bis(diphenylphosphino)ferrocene]dichloropalladium(II) (“Pd(dppf)Cl2”, 200 mg, 0.273 mmol), and K3PO4 (3.49 g, 16.4 mmol). The vial was sealed with a septum screwcap and then placed under N2 atmosphere. To the vial was added degassed THF (30 mL). The vial was placed in a 60° C. heating block with stirring for 60 hours. To the mixture was added... Starting materials: Cl (hydrochloric acid), CC(C)([O-])C.[K+] (potassium tert-butoxide), ice water, NC=1C=NC=NC1 (5-aminopyrimidine), FC1=C(C#N)C=CC=C1 (2-fluorobenzonitrile). Run in CS(=O)C (dimethyl sulfoxide), O (water), O (water). Reaction conditions: time 1 hour. Product: C(#N)C1=C(C=CC=C1)NC=1C=NC=NC1 (5-[N-(2cyanophenyl)amino]pyrimidine). Isolated yield 54.0%. Reaction SMILES: CC(C)([O-])C.[K+].[NH2:7][C:8]1[CH:9]=[N:10][CH:11]=[N:12][CH:13]=1.F[C:15]1[CH:22]=[CH:21][CH:20]=[CH:19][C:16]=1[C:17]#[N:18].Cl>O.CS(C)=O>[C:17]([C:16]1[CH:19]=[CH:20][CH:21]=[CH:22][C:15]=1[NH:7][C:8]1[CH:9]=[N:10][CH:11]=[N:12][CH:13]=1)#[N:18] |f:0.1|. Procedure: To 10 ml of dimethyl sulfoxide was added 1.40 g (12.5 mmol) of potassium tert-butoxide, and to the solution was added 951 mg (10.0 mmol) of 5-aminopyrimidine while cooling with water. After stirring at room temperature for 1 hour, 0.54 ml (5.0 mmol) of 2-fluorobenzonitrile was added thereto while cooling with water, and the mixture was stirred at room temperature for 30 minutes. The reaction mixture was poured into ice-water, and the mixture was adjusted to pH 7.0 with 1 N hydrochloric acid, and...